Dataset: the Open Reaction Database (ORD), a public repository of structured organic reaction records. Task: describe an organic reaction: reactants, conditions, products, and yield Reactants: BrC=1C=NC(=NC1)Cl (5-bromo-2-chloropyrimidine), CC1=C(N)C(=CC=C1)[N+](=O)[O-] (2-methyl-6-nitroaniline), CC(C)([O-])C.[K+] (potassium tert-butoxide). Solvent: CN(C=O)C (N,N-dimethylformamide). Run at temperature 130 celsius. Product: BrC=1C=NC(=NC1)NC1=C(C=CC=C1[N+](=O)[O-])C (5-bromo-N-(2-methyl-6-nitrophenyl)pyrimidin-2-amine). Isolated yield 30.8%. RXN SMILES: [Br:1][C:2]1[CH:3]=[N:4][C:5](Cl)=[N:6][CH:7]=1.[CH3:9][C:10]1[CH:16]=[CH:15][CH:14]=[C:13]([N+:17]([O-:19])=[O:18])[C:11]=1[NH2:12].CC(C)([O-])C.[K+]>CN(C)C=O>[Br:1][C:2]1[CH:3]=[N:4][C:5]([NH:12][C:11]2[C:13]([N+:17]([O-:19])=[O:18])=[CH:14][CH:15]=[CH:16][C:10]=2[CH3:9])=[N:6][CH:7]=1 |f:2.3|. Procedure details: To a solution of 5-bromo-2-chloropyrimidine (1.5 g, 7.89 mmol) and 2-methyl-6-nitroaniline (800 mg, 5.26 mmol) in N,N-dimethylformamide (10 mL) in a sealed tube was added potassium tert-butoxide (1.76 g, 15.78 mmol), and the mixture was heated under microwave at 130° C. for 2 hrs. LCMS showed the reaction was completed. The reaction was cooled to RT, quenched with water (20 mL) and extracted with ethyl acetate (3×100 mL). The organic layers were separated, combined, washed with water (50 mL) and... Yields the product CC(=O)OCC(=O)C(C)(C)NC(=O)c1cc(Cl)cc(Cl)c1. Starting materials: CC(C)(NC(=O)c1cc(Cl)cc(Cl)c1)C(=O)CCl, CC(=O)[O-], [Na+], CN(C)C=O, O. Reaction SMILES: [CH3:1][C:2]([C:3](=[O:4])[CH2:5][Cl:6])([CH3:7])[NH:8][C:9]([c:10]1[cH:11][c:12]([Cl:17])[cH:13][c:14]([Cl:16])[cH:15]1)=[O:18].[CH3:20][C:21]([O-:22])=[O:23].[Na+:19].[O:25]=[CH:26][N:27]([CH3:28])[CH3:29].[OH2:24]>>[CH3:1][C:2]([C:3](=[O:4])[CH2:5][O:23][C:21]([CH3:20])=[O:22])([CH3:7])[NH:8][C:9]([c:10]1[cH:11][c:12]([Cl:17])[cH:13][c:14]([Cl:16])[cH:15]1)=[O:18]. Reactants: COC(=O)C(Cc1ccc(N)cc1)NC(=S)c1c(C)cccc1Cl, CCN(C(C)C)C(C)C, O=C(Cl)c1c(Cl)cccc1Cl, ClCCl, O. Yields the product COC(=O)C(Cc1ccc(NC(=O)c2c(Cl)cccc2Cl)cc1)NC(=S)c1c(C)cccc1Cl. Reaction SMILES: [CH3:1][O:2][C:3]([CH:4]([NH:5][C:6](=[S:7])[c:8]1[c:9]([Cl:15])[cH:10][cH:11][cH:12][c:13]1[CH3:14])[CH2:16][c:17]1[cH:18][cH:19][c:20]([NH2:23])[cH:21][cH:22]1)=[O:24].[CH:36]([N:37]([CH:38]([CH3:39])[CH3:40])[CH2:41][CH3:42])([CH3:43])[CH3:44].[Cl:25][c:26]1[c:27]([C:28](=[O:29])[Cl:30])[c:31]([Cl:35])[cH:32][cH:33][cH:34]1.[Cl:46][CH2:47][Cl:48].[OH2:45]>>[CH3:1][O:2][C:3]([CH:4]([NH:5][C:6](=[S:7])[c:8]1[c:9]([Cl:15])[cH:10][cH:11][cH:12][c:13]1[CH3:14])[CH2:16][c:17]1[cH:18][cH:19][c:20]([NH:23][C:28]([c:27]2[c:26]([Cl:25])[cH:34][cH:33][cH:32][c:31]2[Cl:35])=[O:29])[cH:21][cH:22]1)=[O:24]. Reactants: B.CSC (Borane methyl sulfide), O=C1COC2(CCN(CC2)C(=O)OC(C)(C)C)CCN1 (tert-Butyl 9-oxo-7-oxa-3,10-diazaspiro[5.6]dodecane-3-carboxylate). Run at temperature 70 celsius, time 16 hour. The product is C1CN(CCC12OCCNCC2)C(=O)OC(C)(C)C (tert-Butyl 7-oxa-3,10-diazaspiro[5.6]dodecane-3-carboxylate). Reported procedure: Borane-methyl sulfide complex (2M in THF, 2.88 mL) was added to a solution of tert-butyl 9-oxo-7-oxa-3,10-diazaspiro[5.6]dodecane-3-carboxylate (example 89, step d) (0.41 g) in dry THF (40 mL) and the reaction mixture then heated at 70° C. for 30 minutes under nitrogen. The mixture was cooled to room temperature and quenched with methanol. The solvents were removed under reduced pressure and the residue dissolved in methanol (100 mL). N1,N2-dimethylethane-1,2-diamine (1.0 g) was added and the mi... Run in C1CCOC1 (THF). RXN SMILES: B.CSC.O=[C:6]1[NH:24][CH2:23][CH2:22][C:9]2([CH2:14][CH2:13][N:12]([C:15]([O:17][C:18]([CH3:21])([CH3:20])[CH3:19])=[O:16])[CH2:11][CH2:10]2)[O:8][CH2:7]1>C1COCC1>[CH2:10]1[C:9]2([CH2:22][CH2:23][NH:24][CH2:6][CH2:7][O:8]2)[CH2:14][CH2:13][N:12]([C:15]([O:17][C:18]([CH3:21])([CH3:20])[CH3:19])=[O:16])[CH2:11]1 |f:0.1|. The reactants are BrC=1C=C2C(=CNC2=CC1)CCN(C)C ([2-(5-bromo-1H-indol-3-yl)-ethyl]-dimethyl-amine), CN(C)C=O (DMF). Reagents/catalysts: [C-]#N.[Zn+2].[C-]#N (zinc cyanide), C1(=CC=CC=C1)P(C1=CC=CC=C1)[C-]1C=CC=C1.[C-]1(C=CC=C1)P(C1=CC=CC=C1)C1=CC=CC=C1.[Fe+2] (dppf). The solvent is C1CCOC1 (THF). Conditions: temperature 110 celsius, time 21 hour. Yields the product CN(CCC1=CNC2=CC=C(C=C12)C#N)C (3-(2-dimethylamino-ethyl)-1H-indole-5-carbonitrile). Yield: 84.0%. As a reaction SMILES: Br[C:2]1[CH:3]=[C:4]2[C:8](=[CH:9][CH:10]=1)[NH:7][CH:6]=[C:5]2[CH2:11][CH2:12][N:13]([CH3:15])[CH3:14].[CH3:16][N:17](C=O)C>[C-]#N.[Zn+2].[C-]#N.C1(P([C-]2C=CC=C2)C2C=CC=CC=2)C=CC=CC=1.[C-]1(P(C2C=CC=CC=2)C2C=CC=CC=2)C=CC=C1.[Fe+2].C1COCC1>[CH3:14][N:13]([CH3:15])[CH2:12][CH2:11][C:5]1[C:4]2[C:8](=[CH:9][CH:10]=[C:2]([C:16]#[N:17])[CH:3]=2)[NH:7][CH:6]=1 |f:2.3.4,5.6.7|. Procedure details: Under an inert atmosphere a flask is charged with [2-(5-bromo-1H-indol-3-yl)-ethyl]-dimethyl-amine (Example 3) (1.0 g, 3.74 mmol), zinc cyanide (0.235 g, 2 mmol), Pd2(dba)3xCHCl3 (0.194 mg, 5 mol %), dppf (bis-diphenylphosphino ferrocene) (0.207 g, 0.374 mmol, 10 mol %), and DMF (12 mL). The orange slurry is heated to 110° C. and stirred for 21 hours. To the black suspension, which has formed, THF (100 mL) is added, and this is extracted with 1 N NaOH (100 mL). The organic layer is washed with w... Starting materials: Brc1ccccc1, CC(C)C(=O)OCC(=O)COC(=O)C(C)C, CCOCC, Cl, [Mg]. Product: CC(C)C(=O)OCC(O)(COC(=O)C(C)C)c1ccccc1. As a reaction SMILES: [Br:2][c:3]1[cH:4][cH:5][cH:6][cH:7][cH:8]1.[C:9]([CH:10]([CH3:11])[CH3:12])(=[O:13])[O:14][CH2:15][C:16](=[O:17])[CH2:18][O:19][C:20]([CH:21]([CH3:22])[CH3:23])=[O:24].[CH3:26][CH2:27][O:28][CH2:29][CH3:30].[ClH:25].[Mg:1]>>[c:3]1([C:16]([CH2:15][O:14][C:9]([CH:10]([CH3:11])[CH3:12])=[O:13])([OH:17])[CH2:18][O:19][C:20]([CH:21]([CH3:22])[CH3:23])=[O:24])[cH:4][cH:5][cH:6][cH:7][cH:8]1. Reagents/catalysts: [Ag-]=O (silver (I) oxide). Procedure details: 1,1-Dimethylethyl {[1-({3,4-difluoro-2[(2-fluoro-4-iodophenyl)amino]phenyl}carbonyl)-3-hydroxyazetidine-3-yl]methyl}carbamate (8.0 mg, 0.014 mmol) and silver (I) oxide (12 mg, 0.05 mmol) were taken into methyl iodide (0.5 mL) and the mixture was brought to reflux for 4 hours. The suspension was then cooled to room temperature and diluted with an excess of ethyl ether then filtered. The filtrate was concentrated and purified by silica gel flash chromatography using hexanes:ethyl acetate (1:1) as ... The solvent is C(C)OCC (ethyl ether). The reactants are FC=1C(=C(C=CC1F)C(=O)N1CC(C1)(O)CNC(OC(C)(C)C)=O)NC1=C(C=C(C=C1)I)F (1,1-Dimethylethyl {[1-({3,4-difluoro-2[(2-fluoro-4-iodophenyl)amino]phenyl}carbonyl)-3-hydroxyazetidine-3-yl]methyl}carbamate), CI (methyl iodide). Yields the product FC=1C(=C(C=CC1F)C(=O)N1CC(C1)(OC)CNC(OC(C)(C)C)=O)NC1=C(C=C(C=C1)I)F (1,1-dimethylethyl {[1-({3,4-difluoro-2[(2-fluoro-4-iodophenyl)amino]phenyl}carbonyl)-3-(methyloxy)azetidine-3-yl]methyl}carbamate). RXN SMILES: [F:1][C:2]1[C:3]([NH:25][C:26]2[CH:31]=[CH:30][C:29]([I:32])=[CH:28][C:27]=2[F:33])=[C:4]([C:9]([N:11]2[CH2:14][C:13]([CH2:16][NH:17][C:18](=[O:24])[O:19][C:20]([CH3:23])([CH3:22])[CH3:21])([OH:15])[CH2:12]2)=[O:10])[CH:5]=[CH:6][C:7]=1[F:8].[CH3:34]I>[Ag-]=O.C(OCC)C>[F:1][C:2]1[C:3]([NH:25][C:26]2[CH:31]=[CH:30][C:29]([I:32])=[CH:28][C:27]=2[F:33])=[C:4]([C:9]([N:11]2[CH2:14][C:13]([CH2:16][NH:17][C:18](=[O:24])[O:19][C:20]([CH3:21])([CH3:23])[CH3:22])([O:15][CH3:34])[CH2:12]2)=[O:10])[CH:5]=[CH:6][C:7]=1[F:8]. Starting materials: C1(=CC=CC=2CCCCC12)C(=O)O (5,6,7,8-tetrahydronaphthalene-1-carboxylic acid), [N+](=O)(O)[O-] (nitric acid). Run at temperature 2 celsius. The product is [N+](=O)([O-])C=1C=C(C=2CCCCC2C1)C(=O)O (3-nitro-5,6,7,8-tetrahydronaphthalene-1-carboxylic acid). RXN SMILES: [C:1]1([C:11]([OH:13])=[O:12])[C:10]2[CH2:9][CH2:8][CH2:7][CH2:6][C:5]=2[CH:4]=[CH:3][CH:2]=1.[N+:14]([O-])([OH:16])=[O:15]>>[N+:14]([C:3]1[CH:2]=[C:1]([C:11]([OH:13])=[O:12])[C:10]2[CH2:9][CH2:8][CH2:7][CH2:6][C:5]=2[CH:4]=1)([O-:16])=[O:15]. Procedure: Fuming red nitric acid (150 ml.) was cooled to 2° C. and 27.3 g. of 5,6,7,8-tetrahydronaphthalene-1-carboxylic acid was added portionwise over 0.5 hour with stirring maintaining the temperature at 2°-6° C. After another 45 minutes at about 5° C. the mixture was poured into 1500 ml. of crushed ice. The precipitate was collected and washed well with 5 × 500 ml. portions of water. The dried precipitate was heated with about 200 ml. of benzene. The insoluble material was collected and recrystallized...